Dataset: the Open Reaction Database (ORD), a public repository of structured organic reaction records. Task: describe an organic reaction: reactants, conditions, products, and yield Starting materials: BrC=1C=C(N)C=CC1 (3-bromoaniline), amine, C[Si](CC[Si](N(CC)CC)(C)C)(N(CC)CC)C (1,1,4,4-tetramethyl-1,4-bis(N,N-diethylamino)-1,4-disilabutane). The product is BrC=1C=C(C=CC1)N1[Si](CC[Si]1(C)C)(C)C (1-(3-bromophenyl)-2,2,5,5-tetramethyl-1-aza-2,5-disilacyclopentane). As a reaction SMILES: [Br:1][C:2]1[CH:3]=[C:4]([CH:6]=[CH:7][CH:8]=1)[NH2:5].[CH3:9][Si:10]([CH3:26])(N(CC)CC)[CH2:11][CH2:12][Si:13]([CH3:20])([CH3:19])N(CC)CC>>[Br:1][C:2]1[CH:3]=[C:4]([N:5]2[Si:13]([CH3:20])([CH3:19])[CH2:12][CH2:11][Si:10]2([CH3:26])[CH3:9])[CH:6]=[CH:7][CH:8]=1. Procedure details: The alpha,omega-aniline terminated dimethyl siloxanes are prepared, starting with 3-bromoaniline, in which the amine functionality is protected, such as by reaction with 1,1,4,4-tetramethyl-1,4-bis(N,N-diethylamino)-1,4-disilabutane, to form 1-(3-bromophenyl)-2,2,5,5-tetramethyl-1-aza-2,5-disilacyclopentane. The protected bromoaniline is then reacted with an alkyllithium or with magnesium to form the corresponding lithio or Grignard compound, respectively, which is then reacted with chlorodialky... Procedure details: tert-Butyl(3aR,4S,6aS)-2-benzyloctahydrocyclopenta[c]pyrrol-4-ylcarbamate (100 mg, 0.316 mmol) from Step A and ammonium formate (100 mg, 1.580 mmol) were combined in ethanol. The reaction was deoxygenated at low temperature, and palladium on carbon (3.36 mg, 0.032 mmol) was added. The reaction was heated to reflux under nitrogen. After 3 hours, tlc and 1 cms showed mostly starting material. Degussa's catalyst and 5 equivalents more ammonium formate were added and the reaction mixture was refluxe... The solvent is C(C)O (ethanol). The reagents and catalysts are [Pd] (palladium on carbon). Run at temperature 90 celsius, time 3 hour. RXN SMILES: C([N:8]1[CH2:12][C@@H:11]2[C@@H:13]([NH:16][C:17](=[O:23])[O:18][C:19]([CH3:22])([CH3:21])[CH3:20])[CH2:14][CH2:15][C@@H:10]2[CH2:9]1)C1C=CC=CC=1.C([O-])=O.[NH4+]>C(O)C.[Pd]>[CH2:9]1[C@H:10]2[CH2:15][CH2:14][C@H:13]([NH:16][C:17](=[O:23])[O:18][C:19]([CH3:21])([CH3:20])[CH3:22])[C@H:11]2[CH2:12][NH:8]1 |f:1.2|. Starting materials: C(C1=CC=CC=C1)N1C[C@@H]2[C@H](C1)[C@H](CC2)NC(OC(C)(C)C)=O (tert-Butyl(3aR,4S,6aS)-2-benzyloctahydrocyclopenta[c]pyrrol-4-ylcarbamate), C(=O)[O-].[NH4+] (ammonium formate), C(=O)[O-].[NH4+] (ammonium formate), C(=O)[O-].[NH4+] (ammonium formate). Yields the product C1NC[C@H]2[C@@H]1CC[C@@H]2NC(OC(C)(C)C)=O (tert-butyl(3aR,4S,6aS)-octahydrocyclopenta[c]pyrrol-4-ylcarbamate).